Dataset: the Open Reaction Database (ORD), a public repository of structured organic reaction records. Task: describe an organic reaction: reactants, conditions, products, and yield The reactants are O (water), CN1C(=NC=2C1=NC=CC2)S(=O)(=O)C (3-methyl-2-(methylsulfonyl)-3H-imidazo[4,5-b]pyridine), C(C)N1N=C(C2=NC=CC=C21)C2=CC=C(C=N2)O (6-(1-ethyl-1H-pyrazolo[4,3-b]pyridin-3-yl)pyridin-3-ol), [H-].[Na+] (NaH). Run in CN(C)C=O (DMF). Run at temperature 100 celsius, time 1 hour. The product is C(C)N1N=C(C2=NC=CC=C21)C2=NC=C(C=C2)OC2=NC=1C(=NC=CC1)N2C (1-Ethyl-3-{5-[(3-methyl-3H-imidazo[4,5-b]pyridin-2-yl)oxy]pyridin-2-yl}-1H-pyrazolo[4,3-b]pyridine). Yield: 36.2%. As a reaction SMILES: [CH3:1][N:2]1[C:6]2=[N:7][CH:8]=[CH:9][CH:10]=[C:5]2[N:4]=[C:3]1S(C)(=O)=O.[CH2:15]([N:17]1[C:25]2[C:20](=[N:21][CH:22]=[CH:23][CH:24]=2)[C:19]([C:26]2[N:31]=[CH:30][C:29]([OH:32])=[CH:28][CH:27]=2)=[N:18]1)[CH3:16].[H-].[Na+].O>CN(C=O)C>[CH2:15]([N:17]1[C:25]2[C:20](=[N:21][CH:22]=[CH:23][CH:24]=2)[C:19]([C:26]2[CH:27]=[CH:28][C:29]([O:32][C:3]3[N:2]([CH3:1])[C:6]4=[N:7][CH:8]=[CH:9][CH:10]=[C:5]4[N:4]=3)=[CH:30][N:31]=2)=[N:18]1)[CH3:16] |f:2.3|. Procedure: To a mixture of 3-methyl-2-(methylsulfonyl)-3H-imidazo[4,5-b]pyridine (90 mg) and 6-(1-ethyl-1H-pyrazolo[4,3-b]pyridin-3-yl)pyridin-3-ol (68 mg) in DMF (1 mL) was added NaH (60% in oil, 18.11 mg), and the mixture was stirred at 100° C. for 1 h. The mixture was heated at 180° C. for 30 min under microwave irradiation. The mixture was poured into water and extracted with AcOEt. The organic layer was separated, washed with brine, dried over Na2SO4 and concentrated under reduced pressure. The residu... Starting materials: CC(O)c1c(Cl)cncc1Br, O=C([O-])[O-], CC1(C)OB(c2ccc(C#N)c(Cl)c2)OC1(C)C, ClCCl, [Na+], [Na+], CN(C)C=O. Yields the product CC(O)c1c(Cl)cncc1-c1ccc(C#N)c(Cl)c1. As a reaction SMILES: [Br:19][c:20]1[cH:21][n:22][cH:23][c:24]([Cl:29])[c:25]1[CH:26]([CH3:27])[OH:28].[C:33](=[O:34])([O-:35])[O-:36].[Cl:1][c:2]1[c:3]([C:4]#[N:5])[cH:6][cH:7][c:8]([B:10]2[O:11][C:12]([CH3:13])([CH3:14])[C:15]([CH3:16])([CH3:17])[O:18]2)[cH:9]1.[Cl:30][CH2:31][Cl:32].[Na+:37].[Na+:38].[O:39]=[CH:40][N:41]([CH3:42])[CH3:43]>>[Cl:1][c:2]1[c:3]([C:4]#[N:5])[cH:6][cH:7][c:8](-[c:20]2[cH:21][n:22][cH:23][c:24]([Cl:29])[c:25]2[CH:26]([CH3:27])[OH:28])[cH:9]1. Reactants: COC(=O)c1ccc(N)c(NC(=O)c2ccc(C(C)(C)C)cc2)c1, O=C(O)c1ccc2cn[nH]c2c1. Product: COC(=O)c1ccc(NC(=O)c2ccc3cn[nH]c3c2)c(NC(=O)c2ccc(C(C)(C)C)cc2)c1. RXN SMILES: [CH3:1][O:2][C:3](=[O:4])[c:5]1[cH:6][c:7]([NH:12][C:13]([c:14]2[cH:15][cH:16][c:17]([C:20]([CH3:21])([CH3:22])[CH3:23])[cH:18][cH:19]2)=[O:24])[c:8]([NH2:11])[cH:9][cH:10]1.[nH:25]1[n:26][cH:27][c:28]2[cH:29][cH:30][c:31]([C:34](=[O:35])[OH:36])[cH:32][c:33]12>>[CH3:1][O:2][C:3](=[O:4])[c:5]1[cH:6][c:7]([NH:12][C:13]([c:14]2[cH:15][cH:16][c:17]([C:20]([CH3:21])([CH3:22])[CH3:23])[cH:18][cH:19]2)=[O:24])[c:8]([NH:11][C:34]([c:31]2[cH:30][cH:29][c:28]3[cH:27][n:26][nH:25][c:33]3[cH:32]2)=[O:35])[cH:9][cH:10]1. Starting materials: C(C1=CC=CC=C1)OC(=O)N[C@]1(C[C@@H](CC1)C1=CC=C(C=C1)C=C)C(=O)OC ((1R,3R)-methyl 1-(benzyloxycarbonylamino)-3-(4-vinylphenyl)cyclopentanecarboxylate), B1C2CCCC1CCC2 (9-BBN), [OH-].[Na+] (NaOH), OO (H2O2), B([O-])[O-] (boronate). Run in C1CCOC1 (THF). Conditions: temperature 0 celsius, time 8 hour. Product: C(C1=CC=CC=C1)OC(=O)N[C@]1(C[C@@H](CC1)C1=CC=C(C=C1)CCO)C(=O)OC ((1R,3R)-methyl 1-(benzyloxycarbonylamino)-3-(4-(2-hydroxyethyl)phenyl)cyclopentanecarboxylate). The yield is 71.0%. RXN SMILES: B1C2CCCC1CCC2.[CH2:10]([O:17][C:18]([NH:20][C@:21]1([C:34]([O:36][CH3:37])=[O:35])[CH2:25][CH2:24][C@@H:23]([C:26]2[CH:31]=[CH:30][C:29]([CH:32]=[CH2:33])=[CH:28][CH:27]=2)[CH2:22]1)=[O:19])[C:11]1[CH:16]=[CH:15][CH:14]=[CH:13][CH:12]=1.B([O-])[O-:39].[OH-].[Na+].OO>C1COCC1>[CH2:10]([O:17][C:18]([NH:20][C@:21]1([C:34]([O:36][CH3:37])=[O:35])[CH2:25][CH2:24][C@@H:23]([C:26]2[CH:27]=[CH:28][C:29]([CH2:32][CH2:33][OH:39])=[CH:30][CH:31]=2)[CH2:22]1)=[O:19])[C:11]1[CH:16]=[CH:15][CH:14]=[CH:13][CH:12]=1 |f:3.4|. Procedure: 9-BBN (25 ml, 12.50 mmol) was added dropwise to a stirred and cooled solution of (1R,3R)-methyl 1-(benzyloxycarbonylamino)-3-(4-vinylphenyl)cyclopentanecarboxylate (0.682 g, 1.797 mmol) in THF (15 mL). The reaction mixture was checked by TLC to ensure complete conversion to boronate. Once complete the ice bath was removed and stirring was continued overnight. The reaction mixture was cooled to 0° C. and methanol (20 ml) was added. Aqueous NaOH (7.30 ml, 14.59 mmol) and H2O2 (1.522 ml, 14.90 mmol... Reactants: O=c1[nH]c2ccc(Cl)cc2c(=O)o1, Fc1ccc(CBr)cc1, [H-], [Na+], CN(C)C=O, O. The product is O=c1oc(=O)n(Cc2ccc(F)cc2)c2ccc(Cl)cc12. Reaction SMILES: [Cl:1][c:2]1[cH:3][c:4]2[c:5]([nH:6][c:7](=[O:11])[o:8][c:9]2=[O:10])[cH:12][cH:13]1.[F:16][c:17]1[cH:18][cH:19][c:20]([CH2:21][Br:22])[cH:23][cH:24]1.[H-:15].[Na+:14].[O:26]=[CH:27][N:28]([CH3:29])[CH3:30].[OH2:25]>>[Cl:1][c:2]1[cH:3][c:4]2[c:5]([n:6]([CH2:21][c:20]3[cH:19][cH:18][c:17]([F:16])[cH:24][cH:23]3)[c:7](=[O:11])[o:8][c:9]2=[O:10])[cH:12][cH:13]1. Reactants: O=C1CCC(=O)N1Br, CCOC(=O)c1ccc(C)[nH]1, ClCCl, [Na+], [OH-]. Yields the product CCOC(=O)c1cc(Br)c(C)[nH]1. Reaction SMILES: [Br:12][N:13]1[C:14](=[O:15])[CH2:16][CH2:17][C:18]1=[O:19].[CH3:1][c:2]1[cH:3][cH:4][c:5]([C:7](=[O:8])[O:9][CH2:10][CH3:11])[nH:6]1.[Cl:22][CH2:23][Cl:24].[Na+:21].[OH-:20]>>[CH3:1][c:2]1[c:3]([Br:12])[cH:4][c:5]([C:7](=[O:8])[O:9][CH2:10][CH3:11])[nH:6]1. Product: FC1=C2C(CCOC2=CC(=C1)F)OC1=CC(=CC=2N(C(=NC21)C)S(=O)(=O)C2=CC=C(C=C2)C)C(=O)N(C)C (4-[(5,7-Difluoro-3,4-dihydro-2H-chromen-4-yl)oxy]-N,N,2-trimethyl-1-[(4-methylphenyl)sulfo nyl]-1H-benzimidazole-6-carboxamide). Reaction conditions: time 6 hour. Procedure details: To a stirred mixture of 4-hydroxy-N,N,2-trimethyl-1-[(4-methylphenyl)sulfonyl]-1H-benzimidazole-6-carboxamide (110 mg, 0.294 mmol, STEP 7), 5,7-difluoro-3,4-dihydro-2H-chromen-4-ol (164 mg, 0.884 mmol, STEP 8-1) and triphenylphosphine (232 mg, 0.884 mmol) in toluene (5 mL) was added diisopropyl azodicarboxylate (DIAD) (179 mg, 0.884 mmol) at room temperature. The reaction mixture was stirred at room temperature for 6 hours and concentrated in vacuum. The residue was purified by column chromatogr... The solvent is C1(=CC=CC=C1)C (toluene). Reactants: C1(=CC=CC=C1)P(C1=CC=CC=C1)(C1=CC=CC=C1)=O (triphenylphosphine oxide), OC1=CC(=CC=2N(C(=NC21)C)S(=O)(=O)C2=CC=C(C=C2)C)C(=O)N(C)C (4-hydroxy-N,N,2-trimethyl-1-[(4-methylphenyl)sulfonyl]-1H-benzimidazole-6-carboxamide), FC1=C2C(CCOC2=CC(=C1)F)O (5,7-Difluoro-3,4-dihydro-2H-chromen-4-ol), C1(=CC=CC=C1)P(C1=CC=CC=C1)C1=CC=CC=C1 (triphenylphosphine), N(=NC(=O)OC(C)C)C(=O)OC(C)C (diisopropyl azodicarboxylate). RXN SMILES: [OH:1][C:2]1[C:10]2[N:9]=[C:8]([CH3:11])[N:7]([S:12]([C:15]3[CH:20]=[CH:19][C:18]([CH3:21])=[CH:17][CH:16]=3)(=[O:14])=[O:13])[C:6]=2[CH:5]=[C:4]([C:22]([N:24]([CH3:26])[CH3:25])=[O:23])[CH:3]=1.[F:27][C:28]1[CH:37]=[C:36]([F:38])[CH:35]=[C:34]2[C:29]=1[CH:30](O)[CH2:31][CH2:32][O:33]2.C1(P(C2C=CC=CC=2)C2C=CC=CC=2)C=CC=CC=1.N(C(OC(C)C)=O)=NC(OC(C)C)=O.C1(P(=O)(C2C=CC=CC=2)C2C=CC=CC=2)C=CC=CC=1>C1(C)C=CC=CC=1>[F:27][C:28]1[CH:37]=[C:36]([F:38])[CH:35]=[C:34]2[C:29]=1[CH:30]([O:1][C:2]1[C:10]3[N:9]=[C:8]([CH3:11])[N:7]([S:12]([C:15]4[CH:16]=[CH:17][C:18]([CH3:21])=[CH:19][CH:20]=4)(=[O:14])=[O:13])[C:6]=3[CH:5]=[C:4]([C:22]([N:24]([CH3:26])[CH3:25])=[O:23])[CH:3]=1)[CH2:31][CH2:32][O:33]2. Reactants: O=C([O-])[O-], Cn1c(-c2ncccn2)nnc1S(C)(=O)=O, Cc1cccc(-n2nnc(C(C)O)n2)c1, CN(C)C=O, [Cs+], [Cs+]. The product is Cc1cccc(-n2nnc(C(C)Oc3nnc(-c4ncccn4)n3C)n2)c1. RXN SMILES: [C:32](=[O:33])([O-:34])[O-:35].[CH3:16][n:17]1[c:18](-[c:26]2[n:27][cH:28][cH:29][cH:30][n:31]2)[n:19][n:20][c:21]1[S:22]([CH3:23])(=[O:24])=[O:25].[CH3:1][c:2]1[cH:3][c:4](-[n:8]2[n:9][c:10]([CH:13]([CH3:14])[OH:15])[n:11][n:12]2)[cH:5][cH:6][cH:7]1.[CH3:38][N:39]([CH3:40])[CH:41]=[O:42].[Cs+:36].[Cs+:37]>>[CH3:1][c:2]1[cH:3][c:4](-[n:8]2[n:9][c:10]([CH:13]([CH3:14])[O:15][c:21]3[n:17]([CH3:16])[c:18](-[c:26]4[n:27][cH:28][cH:29][cH:30][n:31]4)[n:19][n:20]3)[n:11][n:12]2)[cH:5][cH:6][cH:7]1.